From a dataset of the Open Reaction Database (ORD), a public repository of structured organic reaction records. describe an organic reaction: reactants, conditions, products, and yield Starting materials: ClC1=CC=C(C=C1)N (4-Chloro-phenylamine), N1=CC=CC=C1 (pyridine), BrCC(=O)Br (bromo-acetyl bromide). Solvent: C1(=CC=CC=C1)C (toluene), C1(=CC=CC=C1)C (toluene). Yields the product BrCC(=O)NC1=CC=C(C=C1)Cl (2-Bromo-N-(4-Chloro-phenyl)-acetamide). RXN SMILES: [Cl:1][C:2]1[CH:7]=[CH:6][C:5]([NH2:8])=[CH:4][CH:3]=1.N1C=CC=CC=1.[Br:15][CH2:16][C:17](Br)=[O:18]>C1(C)C=CC=CC=1>[Br:15][CH2:16][C:17]([NH:8][C:5]1[CH:6]=[CH:7][C:2]([Cl:1])=[CH:3][CH:4]=1)=[O:18]. Reported procedure: To a solution of 5 g 4-Chloro-phenylamine and 1.5 mL pyridine in 30 mL toluene, 8 g bromo-acetyl bromide dissolved in 10 mL toluene were added dropwise under ice cooling. After 2 h the precipitate was isolated by filtration and recrystallized from toluene to yield a white solid. Starting materials: [OH-].[Na+] (NaOH), N[C@H](C(=O)O)C(C)(C)SC(C)C (2-(R)-Amino-3-isopropylsulfanyl-3-methyl-butyric acid), ClC(=O)OCC (Ethyl chloroformate), O1CCOCC1 (dioxane), [OH-].[Na+] (NaOH), [OH-].[Na+] (NaOH). The solvent is O (water). Reaction conditions: time 6 hour. Product: C(C)OC(=O)N[C@H](C(=O)O)C(C)(C)SC(C)C (2-(R)-Ethoxycarbonylamino-3-isopropylsulfanyl-3-methyl-butyric acid). Yield: 21.0%. RXN SMILES: [NH2:1][C@@H:2]([C:6]([S:9][CH:10]([CH3:12])[CH3:11])([CH3:8])[CH3:7])[C:3]([OH:5])=[O:4].O1CCOCC1.[OH-].[Na+].Cl[C:22]([O:24][CH2:25][CH3:26])=[O:23]>O>[CH2:25]([O:24][C:22]([NH:1][C@@H:2]([C:6]([S:9][CH:10]([CH3:12])[CH3:11])([CH3:7])[CH3:8])[C:3]([OH:5])=[O:4])=[O:23])[CH3:26] |f:2.3|. Procedure: 2-(R)-Amino-3-isopropylsulfanyl-3-methyl-butyric acid (approx. 27 mmol; crude material from the previous step) was dissolved in 40 mL of water and 40 mL of dioxane and pH 9.5 was adjusted by adding aqueous NaOH. Ethyl chloroformate (3.3 mL) was slowly added at 5° C. while maintaining pH 9.5 by addition of the appropriate amount of aqueous NaOH. Stirring was continued for 6 h at room temperature. Aqueous NaOH was added (pH 11) and the dioxane removed in vacuo followed by extraction of the remaini... Reactants: ClC1=CC2=C(N(CC3=C(C2)C=CC=C3)C(C3=CC=C(C=C3)[N+](=O)[O-])=O)C=C1 (2-chloro-5-(4-nitro-benzoyl)-6,11-dihydro-5H-dibenz[b,e]azepine), [H][H] (hydrogen). The reagents and catalysts are [Pd] (palladium-on-carbon). Run in C(C)(=O)OCC.C(C)O (ethyl acetate ethanol). Yields the product ClC1=CC2=C(N(CC3=C(C2)C=CC=C3)C(C3=CC=C(C=C3)N)=O)C=C1 (2-Chloro-5-(4-aminobenzoyl)-6,11-dihydro-5H-dibenz[b,e]azepine). Yield: 73.9%. Reaction SMILES: [Cl:1][C:2]1[CH:27]=[CH:26][C:5]2[N:6]([C:15](=[O:25])[C:16]3[CH:21]=[CH:20][C:19]([N+:22]([O-])=O)=[CH:18][CH:17]=3)[CH2:7][C:8]3[CH:14]=[CH:13][CH:12]=[CH:11][C:9]=3[CH2:10][C:4]=2[CH:3]=1.[H][H]>C(OCC)(=O)C.C(O)C.[Pd]>[Cl:1][C:2]1[CH:27]=[CH:26][C:5]2[N:6]([C:15](=[O:25])[C:16]3[CH:21]=[CH:20][C:19]([NH2:22])=[CH:18][CH:17]=3)[CH2:7][C:8]3[CH:14]=[CH:13][CH:12]=[CH:11][C:9]=3[CH2:10][C:4]=2[CH:3]=1 |f:2.3|. Procedure: A solution of 2.1 g of 2-chloro-5-(4-nitro-benzoyl)-6,11-dihydro-5H-dibenz[b,e]azepine in 400 ml of ethyl acetate-ethanol (1:1) and 0.25 g of palladium-on-carbon is hydrogenated in a Parr hydrogenator under 38 pounds per square inch of hydrogen. The mixture is filtered through diatomaceous earth and the filtrate concentrated to dryness. The solid (1.94 g) is dissolved in dichloromethane and the solution filtered through a thin pad of hydrous magnesium silicate. The filter pad is washed with dich... Product: FC(F)(F)Oc1ccc(-c2cccc3ccn(Cc4ccccc4)c23)cc1. Reaction SMILES: [C:35](=[O:36])([O-:37])[O-:38].[CH2:1]([c:2]1[cH:3][cH:4][cH:5][cH:6][cH:7]1)[n:8]1[cH:9][cH:10][c:11]2[cH:12][cH:13][cH:14][c:15]([Br:17])[c:16]12.[Cl:32][CH2:33][Cl:34].[F:18][C:19]([O:20][c:21]1[cH:22][cH:23][c:24]([B:27]([OH:28])[OH:29])[cH:25][cH:26]1)([F:30])[F:31].[K+:39].[K+:40].[O:41]1[CH2:42][CH2:43][O:44][CH2:45][CH2:46]1.[OH2:47]>>[CH2:1]([c:2]1[cH:3][cH:4][cH:5][cH:6][cH:7]1)[n:8]1[cH:9][cH:10][c:11]2[cH:12][cH:13][cH:14][c:15](-[c:24]3[cH:23][cH:22][c:21]([O:20][C:19]([F:18])([F:30])[F:31])[cH:26][cH:25]3)[c:16]12. Starting materials: O=C([O-])[O-], Brc1cccc2ccn(Cc3ccccc3)c12, ClCCl, OB(O)c1ccc(OC(F)(F)F)cc1, [K+], [K+], C1COCCO1, O. Starting materials: 69.0, [Na] (sodium), 360.3, C(C)(=O)C1=C(OCC(COC2=C(C(=CC=C2)O)C(C)=O)O)C=CC=C1O (1.3 -bis-(2-acetyl-3-hydroxyphenoxy)propan-2-ol), C(C(=O)OCC)(=O)OCC (diethyl oxalate), 700, Cl (hydrochloric acid). The solvent is C(C)O (ethanol), C(C)O (ethanol), O (water), C(Cl)(Cl)Cl (chloroform). Yields the product 36.0, C(C)(=O)C1=C(OCC(COC2=CC=CC3=C2C(C=C(O3)C(=O)OCC)=O)O)C=CC=C1O (ethyl 5-(3-[2-acetyl-3-hydroxyphenoxy]-2-hydroxypropoxy)-4-oxo-4H-1-benzopyran-2-carboxylate). As a reaction SMILES: [Na].[C:2]([C:5]1[C:26]([OH:27])=[CH:25][CH:24]=[CH:23][C:6]=1[O:7][CH2:8][CH:9]([OH:22])[CH2:10][O:11][C:12]1[CH:17]=[CH:16][CH:15]=[C:14]([OH:18])[C:13]=1[C:19](=[O:21])[CH3:20])(=[O:4])[CH3:3].[C:28](OCC)(=O)[C:29]([O:31][CH2:32][CH3:33])=[O:30].Cl>O.C(Cl)(Cl)Cl.C(O)C>[C:19]([C:13]1[C:14]([OH:18])=[CH:15][CH:16]=[CH:17][C:12]=1[O:11][CH2:10][CH:9]([OH:22])[CH2:8][O:7][C:6]1[C:5]2[C:2](=[O:4])[CH:3]=[C:28]([C:29]([O:31][CH2:32][CH3:33])=[O:30])[O:27][C:26]=2[CH:25]=[CH:24][CH:23]=1)(=[O:21])[CH3:20] |^1:0|. Procedure: A solution of 69.0 parts of sodium in 1000 parts of ethanol was added to a mixture of 360.3 parts of 1.3 -bis-(2-acetyl-3-hydroxyphenoxy)propan-2-ol, 146.1 parts of diethyl oxalate and 250 parts of ethanol. The reaction mixture was refluxed for five hours, then poured into a stirred mixture of 700 parts of chloroform, 3,000 parts of water and 285 parts of concentrated hydrochloric acid. The solid obtained was removed by filtration, the chloroform phase of the filtrate separated and the aqueous p... The reactants are C1CCOC1, COc1ccc(Nc2nc(N)c(-c3cc(C)c(OCC(F)(F)F)cn3)s2)cc1, O=C=Nc1ccc(F)cc1. The product is COc1ccc(Nc2nc(NC(=O)Nc3ccc(F)cc3)c(-c3cc(C)c(OCC(F)(F)F)cn3)s2)cc1. Reaction SMILES: [CH2:39]1[O:40][CH2:41][CH2:42][CH2:43]1.[CH3:1][O:2][c:3]1[cH:4][cH:5][c:6]([NH:9][c:10]2[s:11][c:12](-[c:16]3[n:17][cH:18][c:19]([O:23][CH2:24][C:25]([F:26])([F:27])[F:28])[c:20]([CH3:22])[cH:21]3)[c:13]([NH2:15])[n:14]2)[cH:7][cH:8]1.[F:29][c:30]1[cH:31][cH:32][c:33]([N:36]=[C:37]=[O:38])[cH:34][cH:35]1>>[CH3:1][O:2][c:3]1[cH:4][cH:5][c:6]([NH:9][c:10]2[s:11][c:12](-[c:16]3[n:17][cH:18][c:19]([O:23][CH2:24][C:25]([F:26])([F:27])[F:28])[c:20]([CH3:22])[cH:21]3)[c:13]([NH:15][C:37]([NH:36][c:33]3[cH:32][cH:31][c:30]([F:29])[cH:35][cH:34]3)=[O:38])[n:14]2)[cH:7][cH:8]1. Reactants: C(C1=CC=CC=C1)NC(N(CC1=C(C=CC(=C1)C(F)(F)F)B1OC(C(O1)(C)C)(C)C)CC)=O (3-benzyl-1-ethyl-1-[2-(4,4,5,5-tetramethyl-[1,3,2]dioxaborolan-2-yl)-5-trifluoromethyl-benzyl]-urea), COC(CC1=CC(=CC(=C1)C(F)(F)F)OS(=O)(=O)C(F)(F)F)=O ((3-trifluoromethanesulfonyloxy-5-trifluoromethyl-phenyl)-acetic acid methyl ester). Product: COC(CC=1C=C(C=C(C1)C(F)(F)F)C1=C(C=C(C=C1)C(F)(F)F)CN(C(=O)NCC1=CC=CC=C1)CC)=O ([2′-(3-Benzyl-1-ethyl-ureidomethyl)-5,4′-bis-trifluoromethyl-biphenyl-3-yl]-acetic acid methyl ester). RXN SMILES: [CH2:1]([NH:8][C:9](=[O:33])[N:10]([CH2:31][CH3:32])[CH2:11][C:12]1[CH:17]=[C:16]([C:18]([F:21])([F:20])[F:19])[CH:15]=[CH:14][C:13]=1B1OC(C)(C)C(C)(C)O1)[C:2]1[CH:7]=[CH:6][CH:5]=[CH:4][CH:3]=1.[CH3:34][O:35][C:36](=[O:56])[CH2:37][C:38]1[CH:43]=[C:42]([C:44]([F:47])([F:46])[F:45])[CH:41]=[C:40](OS(C(F)(F)F)(=O)=O)[CH:39]=1>>[CH3:34][O:35][C:36](=[O:56])[CH2:37][C:38]1[CH:39]=[C:40]([C:13]2[CH:14]=[CH:15][C:16]([C:18]([F:20])([F:19])[F:21])=[CH:17][C:12]=2[CH2:11][N:10]([CH2:31][CH3:32])[C:9]([NH:8][CH2:1][C:2]2[CH:7]=[CH:6][CH:5]=[CH:4][CH:3]=2)=[O:33])[CH:41]=[C:42]([C:44]([F:46])([F:45])[F:47])[CH:43]=1. Procedure: Prepared according to the procedure described in Example 1, Step 4, using the following starting materials: 3-benzyl-1-ethyl-1-[2-(4,4,5,5-tetramethyl-[1,3,2]dioxaborolan-2-yl)-5-trifluoromethyl-benzyl]-urea and (3-trifluoromethanesulfonyloxy-5-trifluoromethyl-phenyl)-acetic acid methyl ester.